This data is from the Open Reaction Database (ORD), a public repository of structured organic reaction records. The task is: describe an organic reaction: reactants, conditions, products, and yield Starting materials: COC(C1=CC(=C(C(=C1)OCC)OC)OCC)=O (3,5-diethoxy-4-methoxy-benzoic acid methyl ester), [H-].[Al+3].[Li+].[H-].[H-].[H-] (lithium aluminium hydride). The solvent is C1CCOC1 (THF). Run at time 4 hour. Product: C(C)OC=1C=C(C=C(C1OC)OCC)CO ((3,5-Diethoxy-4-methoxy-phenyl)-methanol). Reaction SMILES: C[O:2][C:3](=O)[C:4]1[CH:9]=[C:8]([O:10][CH2:11][CH3:12])[C:7]([O:13][CH3:14])=[C:6]([O:15][CH2:16][CH3:17])[CH:5]=1.[H-].[Al+3].[Li+].[H-].[H-].[H-]>C1COCC1>[CH2:16]([O:15][C:6]1[CH:5]=[C:4]([CH2:3][OH:2])[CH:9]=[C:8]([O:10][CH2:11][CH3:12])[C:7]=1[O:13][CH3:14])[CH3:17] |f:1.2.3.4.5.6|. Procedure: To a solution of 3,5-diethoxy-4-methoxy-benzoic acid methyl ester (0.34 g, 1.34 mmol, 1.0 equiv; prepared as described in EP 0 419 905 B1, Eisai Co.) in anhydrous THF (5 mL) was added lithium aluminium hydride (0.15 g, 4.01 mmol, 3.0 equiv) and the reaction mixture stirred at rt for 4 h. The crude reaction mixture was filtered over Hyflo Super Cel, the filtrate extracted with diethyl ether (3×50 mL) and the combined organic phases dried over MgSO4 providing 0.26 g (86%) of the title compound. 1H... Reactants: CCO[SiH](OCC)OCC, CC(C)[O-], CC(C)[O-], CC(C)[O-], CC(C)[O-], [Ti+4], O=C(Cc1ccccc1)N1CCOCC1. Yields the product C(=CN1CCOCC1)c1ccccc1. RXN SMILES: [CH2:16]([O:17][SiH:18]([O:19][CH2:20][CH3:21])[O:22][CH2:23][CH3:24])[CH3:25].[CH3:26][CH:27]([CH3:28])[O-:29].[CH3:31][CH:32]([CH3:33])[O-:34].[CH3:35][CH:36]([CH3:37])[O-:38].[CH3:39][CH:40]([CH3:41])[O-:42].[Ti+4:30].[c:1]1([CH2:7][C:8](=[O:9])[N:10]2[CH2:11][CH2:12][O:13][CH2:14][CH2:15]2)[cH:2][cH:3][cH:4][cH:5][cH:6]1>>[c:1]1([CH:7]=[CH:8][N:10]2[CH2:11][CH2:12][O:13][CH2:14][CH2:15]2)[cH:2][cH:3][cH:4][cH:5][cH:6]1.